describe an organic reaction: reactants, conditions, products, and yield From a dataset of the Open Reaction Database (ORD), a public repository of structured organic reaction records. The reactants are Oc1ccc(Br)cc1F, O=C([O-])[O-], CCBr, CCC(C)=O, [K+], [K+]. The product is CCOc1ccc(Br)cc1F. As a reaction SMILES: [Br:1][c:2]1[cH:3][c:4]([F:9])[c:5]([OH:8])[cH:6][cH:7]1.[C:13](=[O:14])([O-:15])[O-:16].[CH2:10]([CH3:11])[Br:12].[CH3:19][C:20]([CH2:21][CH3:22])=[O:23].[K+:17].[K+:18]>>[Br:1][c:2]1[cH:3][c:4]([F:9])[c:5]([O:8][CH2:10][CH3:11])[cH:6][cH:7]1. Starting materials: CCOC(=O)C1=C(C)NC(CO)=C(C(=O)OCC)C1c1ccccc1Cl, CCO, Cc1ccc(S(=O)(=O)O)cc1. Product: CCOC(=O)C1=C(C)NC2=C(C(=O)OC2)C1c1ccccc1Cl. Reaction SMILES: [CH3:1][C:2]1=[C:7]([C:8](=[O:9])[O:10][CH2:11][CH3:12])[CH:6]([c:13]2[c:14]([Cl:19])[cH:15][cH:16][cH:17][cH:18]2)[C:5]([C:20](=[O:21])[O:22][CH2:24][CH3:26])=[C:4]([CH2:25][OH:23])[NH:3]1.[CH3:38][CH2:39][OH:40].[c:27]1([CH3:28])[cH:29][cH:30][c:31]([S:32]([OH:33])(=[O:34])=[O:35])[cH:36][cH:37]1>>[CH3:1][C:2]1=[C:7]([C:8](=[O:9])[O:10][CH2:11][CH3:12])[CH:6]([c:13]2[c:14]([Cl:19])[cH:15][cH:16][cH:17][cH:18]2)[C:5]2=[C:4]([NH:3]1)[CH2:25][O:22][C:20]2=[O:21].